Task: describe an organic reaction: reactants, conditions, products, and yield. Dataset: the Open Reaction Database (ORD), a public repository of structured organic reaction records Starting materials: CC(C)(C)OC(=O)N(Cc1cc(CCN)ccc1Cl)C1CC1, CC(C)=O, COC(=O)Cl, [K+], [K+], O=C([O-])[O-]. Product: COC(=O)NCCc1ccc(Cl)c(CN(C(=O)OC(C)(C)C)C2CC2)c1. RXN SMILES: [C:12]([CH3:13])([CH3:14])([CH3:15])[O:16][C:17]([N:18]([CH:19]1[CH2:20][CH2:21]1)[CH2:22][c:23]1[c:24]([Cl:32])[cH:25][cH:26][c:27]([CH2:29][CH2:30][NH2:31])[cH:28]1)=[O:33].[CH3:34][C:35](=[O:36])[CH3:37].[Cl:1][C:2](=[O:3])[O:4][CH3:5].[K+:6].[K+:7].[O-:8][C:9]([O-:10])=[O:11]>>[C:2](=[O:3])([O:4][CH3:5])[NH:31][CH2:30][CH2:29][c:27]1[cH:26][cH:25][c:24]([Cl:32])[c:23]([CH2:22][N:18]([C:17]([O:16][C:12]([CH3:13])([CH3:14])[CH3:15])=[O:33])[CH:19]2[CH2:20][CH2:21]2)[cH:28]1. Starting materials: CCOc1c(Nc2ccccc2O)c(=O)c1=O, CS(C)=O, Nc1ccccc1Cl. Reaction SMILES: [CH2:1]([O:2][c:4]1[c:5](=[O:17])[c:6](=[O:16])[c:7]1[NH:8][c:9]1[c:10]([OH:15])[cH:11][cH:12][cH:13][cH:14]1)[CH3:3].[CH3:26][S:27]([CH3:28])=[O:29].[Cl:18][c:19]1[c:20]([NH2:21])[cH:22][cH:23][cH:24][cH:25]1>>[c:4]1([NH:21][c:20]2[c:19]([Cl:18])[cH:25][cH:24][cH:23][cH:22]2)[c:5](=[O:17])[c:6](=[O:16])[c:7]1[NH:8][c:9]1[c:10]([OH:15])[cH:11][cH:12][cH:13][cH:14]1. Product: O=c1c(Nc2ccccc2O)c(Nc2ccccc2Cl)c1=O. The reactants are C(CCl)Cl (EDC), ClC=1C=NC(=NC1)N1CCC(CC1)[C@@H]1[C@@H](C1)CCOC1=CC(=C(C=C1)CC(=O)O)F ([4-(2-{(1S,2R)-2-[1-(5-chloropyrimidin-2-yl)piperidin-4-yl]cyclopropyl}ethoxy)-2-fluorophenyl]acetic acid), C(#C)N (acetylenamine), C=1C=CC2=C(C1)N=NN2O (HOBt). The solvent is O (water), C(C)(=O)OCC (ethyl acetate), CN(C)C=O (DMF). Conditions: time 16 hour. Product: ClC=1C=NC(=NC1)N1CCC(CC1)[C@@H]1[C@@H](C1)CCOC1=CC(=C(C=C1)CC(=O)NC#C)F (2-[4-(2-{(1S,2R)-2-[1-(5-chloropyrimidin-2-yl)piperidin-4-yl]cyclopropyl}ethoxy)-2-fluorophenyl]-N-ethynylacetamide). As a reaction SMILES: [Cl:1][C:2]1[CH:3]=[N:4][C:5]([N:8]2[CH2:13][CH2:12][CH:11]([C@H:14]3[CH2:16][C@H:15]3[CH2:17][CH2:18][O:19][C:20]3[CH:25]=[CH:24][C:23]([CH2:26][C:27]([OH:29])=O)=[C:22]([F:30])[CH:21]=3)[CH2:10][CH2:9]2)=[N:6][CH:7]=1.[C:31]([NH2:33])#[CH:32].C1C=CC2N(O)N=NC=2C=1.C(Cl)CCl>CN(C=O)C.O.C(OCC)(=O)C>[Cl:1][C:2]1[CH:7]=[N:6][C:5]([N:8]2[CH2:9][CH2:10][CH:11]([C@H:14]3[CH2:16][C@H:15]3[CH2:17][CH2:18][O:19][C:20]3[CH:25]=[CH:24][C:23]([CH2:26][C:27]([NH:33][C:31]#[CH:32])=[O:29])=[C:22]([F:30])[CH:21]=3)[CH2:12][CH2:13]2)=[N:4][CH:3]=1. Procedure details: To a solution of [4-(2-{(1S,2R)-2-[1-(5-chloropyrimidin-2-yl)piperidin-4-yl]cyclopropyl}ethoxy)-2-fluorophenyl]acetic acid (80.0 mg, 0.184 mmol) and acetylenamine (11.68 mg, 0.190) in anhydrous DMF (1 mL) was added HOBt (28.2 mg, 0.184 mmol) followed by EDC (70.7 mg, 0.368 mmol) and the mixture was stirred at room temperature under nitrogen atmosphere for 16 hours. The mixture was diluted with water and ethyl acetate (5 mL). The layers were separated, the aqueous phase extracted with EtOAc (5 ml... The reactants are C1[C@@H]([C@@H]([C@H]([C@@H]([C@]1(CO)O)O)O)O)N (valiolamine), C(C)(C)(C)C=1C(C(C=C(C1)C(C)(C)C)=O)=O (3,5-di-t-butyl-1,2-benzoquinone), [OH-].[NH4+] (ammonium hydroxide), C(C(=O)O)(=O)O (oxalic acid). The solvent is O (water), CO (methanol), O (water), CO (methanol). Reaction conditions: time 90 minute. Product: C1C(=O)[C@@H]([C@H]([C@@H]([C@]1(CO)O)O)O)O (valiolone). Isolated yield 52.9%. As a reaction SMILES: [CH2:1]1[C@:6]([OH:9])([CH2:7][OH:8])[C@@H:5]([OH:10])[C@H:4]([OH:11])[C@@H:3]([OH:12])[C@H:2]1N.C(C1C(=O)C(=[O:28])C=C(C(C)(C)C)C=1)(C)(C)C.C(O)(=O)C(O)=O.[OH-].[NH4+]>CO.O>[CH2:1]1[C@:6]([OH:9])([CH2:7][OH:8])[C@@H:5]([OH:10])[C@H:4]([OH:11])[C@@H:3]([OH:12])[C:2]1=[O:28] |f:3.4|. Procedure details: To a stirred solution of valiolamine (80 mg, 0.414 mmol), in 96% aq. methanol (5.2 mL) was added 3,5-di-t-butyl-1,2-benzoquinone (92 mg, 0.418 mmol) dissolved in methanol (2 mL) at room temperature. After stirring for 90 min, water (1 mL) was added, the pH lowered to 5.0 (pH paper control) with an aqueous solution of oxalic acid, and the mixture shaken vigorously for 45 min. Subsequently, the pH was adjusted to 8 with ammonium hydroxide. The mixture was diluted with water (80 mL) and extracted w... Reactants: FC1=C(OC2=NC=CN=C2C(=O)OC)C=CC(=C1)F (methyl 2-(2,4-difluorophenoxy)-3-pyrazinecarboxylate), [OH-].[K+] (potassium hydroxide). Solvent: O (water), CO (methanol). The product is FC1=C(OC2=NC=CN=C2C(=O)O)C=CC(=C1)F (2-(2,4-difluorophenoxy)pyrazine-3-carboxylic acid). As a reaction SMILES: [F:1][C:2]1[CH:18]=[C:17]([F:19])[CH:16]=[CH:15][C:3]=1[O:4][C:5]1[C:10]([C:11]([O:13]C)=[O:12])=[N:9][CH:8]=[CH:7][N:6]=1.[OH-].[K+]>CO.O>[F:1][C:2]1[CH:18]=[C:17]([F:19])[CH:16]=[CH:15][C:3]=1[O:4][C:5]1[C:10]([C:11]([OH:13])=[O:12])=[N:9][CH:8]=[CH:7][N:6]=1 |f:1.2|. Reported procedure: A solution of 5.3 g (20 mmol) of methyl 2-(2,4-difluorophenoxy)-3-pyrazinecarboxylate in 50 ml of methanol is treated with 5.6 g (0.1 mol) of potassium hydroxide at room temperature for 2 hours. The reaction mixture is freed from the solvent under reduced pressure and the residue is taken up in distilled water. On acidification to pH 2-3, the 2-(2,4-difluorophenoxy)-3-pyrazinecarboxylic acid is precipitated from the solution.